Dataset: the Open Reaction Database (ORD), a public repository of structured organic reaction records. Task: describe an organic reaction: reactants, conditions, products, and yield Starting materials: [Mg] (magnesium), Cl (hydrochloric acid), C(C(C)(C)C)(=O)OC\C=C\[C@@H]1CC[C@H](CC1)[C@@H]1CC[C@H](CC1)\C=C\C (3E-[trans-4-(trans-4-[1E-propenyl]cyclohexyl)cyclohexyl]-allyl pivalate), II (iodine), FC(OC1=CC=C(CBr)C=C1)(F)F (4-(trifluoromethoxy)benzyl bromide). The reagents and catalysts are [Cu]Cl (copper-(I) chloride). The solvent is C(C)OCC (diethyl ether), C(C)OCC (diethyl ether), C(C)OCC (diethyl ether). Run at time 30 minute. Yields the product FC(OC1=CC=C(C=C1)CC\C=C\[C@@H]1CC[C@H](CC1)[C@@H]1CC[C@H](CC1)\C=C\C)(F)F (1-trifluoromethoxy-4-[4E-(trans-4-(trans-4-[1E-propenyl]cyclohexyl)cyclohexyl)-3-butenyl]benzene). Isolated yield 45.8%. RXN SMILES: [Mg].II.[F:4][C:5]([F:16])([F:15])[O:6][C:7]1[CH:14]=[CH:13][C:10]([CH2:11]Br)=[CH:9][CH:8]=1.C(O[CH2:24]/[CH:25]=[CH:26]/[C@H:27]1[CH2:32][CH2:31][C@H:30]([C@H:33]2[CH2:38][CH2:37][C@H:36](/[CH:39]=[CH:40]/[CH3:41])[CH2:35][CH2:34]2)[CH2:29][CH2:28]1)(=O)C(C)(C)C.Cl>C(OCC)C.[Cu]Cl>[F:4][C:5]([F:16])([F:15])[O:6][C:7]1[CH:14]=[CH:13][C:10]([CH2:11][CH2:41]/[CH:40]=[CH:39]/[C@H:36]2[CH2:37][CH2:38][C@H:33]([C@H:30]3[CH2:29][CH2:28][C@H:27](/[CH:26]=[CH:25]/[CH3:24])[CH2:32][CH2:31]3)[CH2:34][CH2:35]2)=[CH:9][CH:8]=1. Procedure: 0.12 g of magnesium shavings were covered with 5 ml of absolute diethyl ether while gassing with nitrogen and then, after the addition of a crystal of iodine, covered with a solution of 1.3 g of 4-(trifluoromethoxy)benzyl bromide in 25 ml of diethyl ether. After completion of the addition the mixture was heated to reflux for a further 30 minutes. The reaction mixture was transferred into a dropping funnel and then added dropwise at 0° C. and while gassing with nitrogen to a solution of 0.9 g of ... Reactants: Compound 17, ClC=1C(=NSN1)C=1CN(CCC1)C (3-(4-chloro-1,2,5-thiadiazol-3-yl)-1,2,5,6-tetrahydro-1-methylpyridine), 1-chloromethyl-chloroformate. The solvent is ClCCCl (1,2-dichloroethane), ClCCCl (1,2-dichloroethane). Reaction conditions: temperature 40 celsius. The product is Cl.ClC=1C(=NSN1)C=1CNCCC1 (3-(4-chloro-1,2,5-thiadiazol-3-yl)-1,2,5,6-tetrahydropyridine hydrochloride). As a reaction SMILES: [Cl:1][C:2]1[C:3]([C:7]2[CH2:8][N:9](C)[CH2:10][CH2:11][CH:12]=2)=[N:4][S:5][N:6]=1>ClCCCl>[ClH:1].[Cl:1][C:2]1[C:3]([C:7]2[CH2:8][NH:9][CH2:10][CH2:11][CH:12]=2)=[N:4][S:5][N:6]=1 |f:2.3|. Reported procedure: To a solution of 3-(4-chloro-1,2,5-thiadiazol-3-yl)-1,2,5,6-tetrahydro-1-methylpyridine (670 mg, 3.1 mmol) in 1,2-dichloroethane (20 ml) was added a solution of 1-chloromethyl-chloroformate (440 mg, 3.1 mmol) in 1,2-dichloroethane at 0° C. The reaction mixture was heated to 40° C. for 2 h and evaporated. The residue was dissolved in methanol and heated to reflux for 1 h. After cooling to room temperature the precipitate was collected by filtration to yield 320 mg (41%). (M.p. 224° C.; M+ : 201 a...